From a dataset of the Open Reaction Database (ORD), a public repository of structured organic reaction records. describe an organic reaction: reactants, conditions, products, and yield Reactants: ( b ), ClC1=CC=C(OC2=CC=C(C=C2)N=C=S)C=C1 (4-(4-chlorophenoxy)-phenylisothiocyanate), solution, N (NH3). Solvent: CO (methanol). Conditions: temperature 0 celsius, time 2 hour. Yields the product NC(=S)NC1=CC=C(C=C1)OC1=CC=C(C=C1)Cl (amino{[4-(4-chlorophenoxy)phenyl]amino}methane-1-thione). Isolated yield 79.0%. As a reaction SMILES: [Cl:1][C:2]1[CH:17]=[CH:16][C:5]([O:6][C:7]2[CH:12]=[CH:11][C:10]([N:13]=[C:14]=[S:15])=[CH:9][CH:8]=2)=[CH:4][CH:3]=1.[NH3:18]>CO>[NH2:18][C:14]([NH:13][C:10]1[CH:9]=[CH:8][C:7]([O:6][C:5]2[CH:16]=[CH:17][C:2]([Cl:1])=[CH:3][CH:4]=2)=[CH:12][CH:11]=1)=[S:15]. Procedure details: Unless otherwise indicated, all thioureas, isothiocyanates, thioamides and amines were purchased from Maybridge Chemical Co. Ltd.(Cornwall, U.K.), Transworld Chemical Co. (Rockville, Md.), or Aldrich Chemical Co., (Milwaukee, Wis.). (a) 4-Amino-4′-chlorodiphenylether (TCI America, Portland Oreg., 520 mg, 2.03 mmol) was slurried in 10 mL of ether and treated with ca. 1 mL of ether saturated with HCl gas. After 5 min. the solvent was removed in vacuo. To a stirring biphasic solution amine-HCl salt... The reactants are BrC=1C=C(COCC2(CCN(CC2)C(=O)OC(C)(C)C)C2=CC=CC=C2)C=C(C1)C(N(C)C)=O (tert-Butyl 4-((3-bromo-5-(dimethylcarbamoyl)benzyloxy)methyl)-4-phenylpiperidine-1-carboxylate), C(#N)C1=CC=C(C=C1)B(O)O (4-cyanophenylboronic acid). The reagents and catalysts are [Pd].C1(=CC=CC=C1)P(C1=CC=CC=C1)C1=CC=CC=C1.C1(=CC=CC=C1)P(C1=CC=CC=C1)C1=CC=CC=C1.C1(=CC=CC=C1)P(C1=CC=CC=C1)C1=CC=CC=C1.C1(=CC=CC=C1)P(C1=CC=CC=C1)C1=CC=CC=C1 (tetrakis(triphenylphosphine) palladium(0)). Solvent: O1CCCC1 (tetrahydrofuran). Run at temperature 120 celsius. Product: C(#N)C1=CC=C(C=C1)C1=CC(=CC(=C1)COCC1(CCNCC1)C1=CC=CC=C1)C(=O)N(C)C (4′-Cyano-N,N-dimethyl-5-(((4-phenylpiperidin-4-yl)methoxy)methyl)biphenyl-3-carboxamide). Reaction SMILES: Br[C:2]1[CH:3]=[C:4]([CH:27]=[C:28]([C:30](=[O:34])[N:31]([CH3:33])[CH3:32])[CH:29]=1)[CH2:5][O:6][CH2:7][C:8]1([C:21]2[CH:26]=[CH:25][CH:24]=[CH:23][CH:22]=2)[CH2:13][CH2:12][N:11](C(OC(C)(C)C)=O)[CH2:10][CH2:9]1.[C:35]([C:37]1[CH:42]=[CH:41][C:40](B(O)O)=[CH:39][CH:38]=1)#[N:36]>O1CCCC1.[Pd].C1(P(C2C=CC=CC=2)C2C=CC=CC=2)C=CC=CC=1.C1(P(C2C=CC=CC=2)C2C=CC=CC=2)C=CC=CC=1.C1(P(C2C=CC=CC=2)C2C=CC=CC=2)C=CC=CC=1.C1(P(C2C=CC=CC=2)C2C=CC=CC=2)C=CC=CC=1>[C:35]([C:37]1[CH:42]=[CH:41][C:40]([C:2]2[CH:3]=[C:4]([CH2:5][O:6][CH2:7][C:8]3([C:21]4[CH:26]=[CH:25][CH:24]=[CH:23][CH:22]=4)[CH2:13][CH2:12][NH:11][CH2:10][CH2:9]3)[CH:27]=[C:28]([C:30]([N:31]([CH3:32])[CH3:33])=[O:34])[CH:29]=2)=[CH:39][CH:38]=1)#[N:36] |f:3.4.5.6.7|. Procedure details: tert-Butyl 4-((3-bromo-5-(dimethylcarbamoyl)benzyloxy)methyl)-4-phenylpiperidine-1-carboxylate (41.2 mg, 0.08 mmol), 4-cyanophenylboronic acid (34.3 mg, 0.23 mmol), and tetrakis(triphenylphosphine) palladium(0) (12.1 mg, 0.01 mmol) were combined in dry tetrahydrofuran (3 mL) in a microwave tube and sealed. After flushing with nitrogen, 0.28 mL of a 1 N potassium hydroxide aqueous solution was introduced. The mixture was heated at 120° C. for 1 h via microwave. After cooling to room temperature, ... Starting materials: C1(CCCC2=CC=CC=C12)=O (1,2,3,4-tetrahydro-1-naphthalenone), C(C)#N (acetonitrile), C(CCC)[Li] (n-butyl lithium), [H-].[Al+3].[Li+].[H-].[H-].[H-] (lithium aluminum hydride). Yields the product NC(C)C1(CCCC2=CC=CC=C12)O (1-aminoethyl-1-hydroxy-1,2,3,4-tetrahydronaphthalene). Reaction SMILES: [C:1]1(=[O:11])[C:10]2[C:5](=[CH:6][CH:7]=[CH:8][CH:9]=2)[CH2:4][CH2:3][CH2:2]1.C([Li])CCC.[H-].[Al+3].[Li+].[H-].[H-].[H-].[C:23](#[N:25])[CH3:24]>>[NH2:25][CH:23]([C:1]1([OH:11])[C:10]2[C:5](=[CH:6][CH:7]=[CH:8][CH:9]=2)[CH2:4][CH2:3][CH2:2]1)[CH3:24] |f:2.3.4.5.6.7|. Procedure details: As set forth in the foregoing reaction scheme, the 1-aminoalkyl-3,4-dihydronaphthalene compounds of the invention wherein n is 1 are obtained by reacting a 1,2,3,4-tetrahydro-1-naphthalenone with, for example, trimethylsilylcyanide in the presence of a catalytic amount of, for example, aluminum trichloride followed by reduction with lithium aluminum hydride to obtain the corresponding 1-aminomethyl-1-hydroxy-1,2,3,4-tetrahydronaphthalene. Similarly, the compounds of the invention wherein n is 2 ... Reactants: [BH4-], NCCc1ccc(Cl)c(Cl)c1, O=Cc1ccc2c(c1)OC(F)(F)O2, [Na+]. The product is FC1(F)Oc2ccc(CNCCc3ccc(Cl)c(Cl)c3)cc2O1. Reaction SMILES: [BH4-:25].[Cl:14][c:15]1[cH:16][c:17]([CH2:22][CH2:23][NH2:24])[cH:18][cH:19][c:20]1[Cl:21].[F:1][C:2]1([F:13])[O:3][c:4]2[c:5]([cH:7][cH:8][c:9]([CH:11]=[O:12])[cH:10]2)[O:6]1.[Na+:26]>>[F:1][C:2]1([F:13])[O:3][c:4]2[c:5]([cH:7][cH:8][c:9]([CH2:11][NH:24][CH2:23][CH2:22][c:17]3[cH:16][c:15]([Cl:14])[c:20]([Cl:21])[cH:19][cH:18]3)[cH:10]2)[O:6]1. Reactants: sulfonic acid, C(=CCCCCCCCCCCCCCC)S(=O)(=O)O (hexadecene sulfonic acid), sultones. Solvent: CC(=O)C (acetone). The product is C=CCCCCCCCCCCCCCC (Hexadecene). RXN SMILES: [CH:1](S(O)(=O)=O)=[CH:2][CH2:3][CH2:4][CH2:5][CH2:6][CH2:7][CH2:8][CH2:9][CH2:10][CH2:11][CH2:12][CH2:13][CH2:14][CH2:15][CH3:16]>CC(C)=O>[CH2:1]=[CH:2][CH2:3][CH2:4][CH2:5][CH2:6][CH2:7][CH2:8][CH2:9][CH2:10][CH2:11][CH2:12][CH2:13][CH2:14][CH2:15][CH3:16]. Procedure: The aqueous-acetone layer which contained the sulfonic acid fraction of the product was stripped of solvents at 40°-45°C. under a vacuum to give 2.85 g. of viscous acid identified as hexadecene sulfonic acid on the basis of an IR spectrum which showed the presence of trans olefinic double bond (965 cm-1) and the absence of sultones (no 830 and 530 cm-1 bands). Reactants: O=C=COc1c(C(=O)O)sc(-c2cccc(NC3CCN(S(=O)(=O)Cc4cc(Cl)cc(Cl)c4)CC3)c2)c1Br, COC(=O)c1sc(-c2cccc(NC3CCN(S(=O)(=O)Cc4ccc(Cl)cc4)CC3)c2)c(Br)c1OCC(=O)OC(C)(C)C. Product: O=C(O)COc1c(C(=O)O)sc(-c2cccc(NC3CCN(S(=O)(=O)Cc4cc(Cl)cc(Cl)c4)CC3)c2)c1Br. As a reaction SMILES: [Br:1][c:2]1[c:3]([O:35][CH:36]=[C:37]=[O:38])[c:4]([C:32](=[O:33])[OH:34])[s:5][c:6]1-[c:7]1[cH:8][c:9]([NH:13][CH:14]2[CH2:15][CH2:16][N:17]([S:20](=[O:21])(=[O:22])[CH2:23][c:24]3[cH:25][c:26]([Cl:31])[cH:27][c:28]([Cl:30])[cH:29]3)[CH2:18][CH2:19]2)[cH:10][cH:11][cH:12]1.[CH3:39][O:40][C:41]([c:42]1[s:43][c:44](-[c:45]2[cH:46][cH:47][cH:48][c:49]([NH:50][CH:51]3[CH2:52][CH2:53][N:54]([S:55]([CH2:56][c:57]4[cH:58][cH:59][c:60]([Cl:61])[cH:62][cH:63]4)(=[O:64])=[O:65])[CH2:66][CH2:67]3)[cH:68]2)[c:69]([Br:70])[c:71]1[O:72][CH2:73][C:74]([O:75][C:76]([CH3:77])([CH3:78])[CH3:79])=[O:80])=[O:81]>>[Br:1][c:2]1[c:3]([O:35][CH2:36][C:37](=[O:38])[OH:40])[c:4]([C:32](=[O:33])[OH:34])[s:5][c:6]1-[c:7]1[cH:8][c:9]([NH:13][CH:14]2[CH2:15][CH2:16][N:17]([S:20](=[O:21])(=[O:22])[CH2:23][c:24]3[cH:25][c:26]([Cl:31])[cH:27][c:28]([Cl:30])[cH:29]3)[CH2:18][CH2:19]2)[cH:10][cH:11][cH:12]1. The reactants are Cl (hydrochloric acid), C(C)C1=CC2=C(S1)C=CC=C2 (2-ethyl-benzo[b]thiophene), C(C)(=O)Cl (acetyl chloride), stannic chloride. Solvent: ClC(C)Cl (dichloroethane). Run at time 14 hour. Yields the product C(C)C1=C(C2=C(S1)C=CC=C2)C(C)=O (2-ethyl-3-acetyl-benzo[b]thiophene). The yield is 765.0%. Reaction SMILES: [CH2:1]([C:3]1[S:7][C:6]2[CH:8]=[CH:9][CH:10]=[CH:11][C:5]=2[CH:4]=1)[CH3:2].[C:12](Cl)(=[O:14])[CH3:13].Cl>ClC(Cl)C>[CH2:1]([C:3]1[S:7][C:6]2[CH:8]=[CH:9][CH:10]=[CH:11][C:5]=2[C:4]=1[C:12](=[O:14])[CH3:13])[CH3:2]. Reported procedure: Into a one-litre flask fitted with a mechanical stirrer and a dropping-funnel, 32.45 g (0.2 mol) of 2-ethyl-benzo[b]thiophene and 14.3 ml of acetyl chloride were introduced with 400 ml of dichloroethane. After the solution was cooled to between 5 and 10° C by means of an ice-bath, 23.2 ml (0.2 mol) of stannic chloride were introduced through the dropping-funnel. The mixture was then allowed to return to room temperature and was stirred for about 14 hours. The complex so formed was then hydrolyse... Reactants: C(C)N1C(CCC1)CN (1-ethyl-2-aminomethyl pyrrolidine), C(C)C(=O)C (methyl ethyl ketone), COC1=CC=C(C2=C1OCCO2)C(=O)Cl (8-methoxy-1,4-benzodioxane-5-carbonyl chloride). The solvent is O (water). Product: C(C)N1C(CCC1)CNC(=O)C1=CC=C(C=2OCCOC21)OC (N-(1-ethyl-2-pyrrolidylmethyl)-8-methoxy-1,4-benzodioxane-5-carboxamide). Isolated yield 103.4%. As a reaction SMILES: [CH2:1]([N:3]1[CH2:7][CH2:6][CH2:5][CH:4]1[CH2:8][NH2:9])[CH3:2].C(C(C)=O)C.[CH3:15][O:16][C:17]1[C:22]2[O:23][CH2:24][CH2:25][O:26][C:21]=2[C:20]([C:27](Cl)=[O:28])=[CH:19][CH:18]=1>O>[CH2:1]([N:3]1[CH2:7][CH2:6][CH2:5][CH:4]1[CH2:8][NH:9][C:27]([C:20]1[C:21]2[O:26][CH2:25][CH2:24][O:23][C:22]=2[C:17]([O:16][CH3:15])=[CH:18][CH:19]=1)=[O:28])[CH3:2]. Procedure: 87 g of 1-ethyl-2-aminomethyl pyrrolidine and 775 cm3 of methyl ethyl ketone were introduced into a balloon flask provided with an agitator and a thermometer and then, in portions, 155 g of 8-methoxy-1,4-benzodioxane-5-carbonyl chloride was added, with the temperature being maintained at from 5°-10° C. After agitation the mixture was dissolved with 1,500 cm3 of water and then the methyl ethyl ketone was distilled. The remaining solution was filtered and then treated with sodium hydroxide. The oi...